Dataset: the Open Reaction Database (ORD), a public repository of structured organic reaction records. Task: describe an organic reaction: reactants, conditions, products, and yield Starting materials: Cl.NCCNC(OCC1=CC=CC=C1)=O (benzyl 2-aminoethylcarbamate hydrochloride), N1(CCCCC1)CCNC(=O)N1C=NC=C1 (N-[2-(1-piperidinyl)ethyl]-1H-imidazole-1-carboxamide). Product: N1(CCCCC1)CCNC(=O)NCCNC(OCC1=CC=CC=C1)=O (Benzyl 2-[({[2-(1-piperidinyl)ethyl]amino}carbonyl)amino]ethylcarbamate). Reaction SMILES: Cl.[NH2:2][CH2:3][CH2:4][NH:5][C:6](=[O:15])[O:7][CH2:8][C:9]1[CH:14]=[CH:13][CH:12]=[CH:11][CH:10]=1.[N:16]1([CH2:22][CH2:23][NH:24][C:25](N2C=CN=C2)=[O:26])[CH2:21][CH2:20][CH2:19][CH2:18][CH2:17]1>>[N:16]1([CH2:22][CH2:23][NH:24][C:25]([NH:2][CH2:3][CH2:4][NH:5][C:6](=[O:15])[O:7][CH2:8][C:9]2[CH:10]=[CH:11][CH:12]=[CH:13][CH:14]=2)=[O:26])[CH2:21][CH2:20][CH2:19][CH2:18][CH2:17]1 |f:0.1|. Procedure details: Prepared from benzyl 2-aminoethylcarbamate hydrochloride and N-[2-(1-piperidinyl)ethyl]-1H-imidazole-1-carboxamide (Preparation 18) by a similar procedure to Preparation 50. The title compound was obtained as a yellow oil. Reactants: OC=1C=C(C(=NC1)C(=O)O)C (5-hydroxy-3-methylpicolinic acid), CO (MeOH), S(O)(O)(=O)=O (sulfuric acid). Run at temperature 95 celsius, time 24 hour. Product: OC=1C=C(C(=NC1)C(=O)OC)C (methyl 5-hydroxy-3-methylpicolinate). Reaction SMILES: [OH:1][C:2]1[CH:3]=[C:4]([CH3:11])[C:5]([C:8]([OH:10])=[O:9])=[N:6][CH:7]=1.S(=O)(=O)(O)O.[CH3:17]O>>[OH:1][C:2]1[CH:3]=[C:4]([CH3:11])[C:5]([C:8]([O:10][CH3:17])=[O:9])=[N:6][CH:7]=1. Procedure: A sealable reaction vessel was charged with 5-hydroxy-3-methylpicolinic acid (0.651 g, 4.25 mmol) and MeOH (35 mL). The reaction vessel was placed in a water bath, and concentrated sulfuric acid (0.854 mL, 15.94 mmol) was added. The vessel was sealed and heated in a 95° C. oil bath. After 24 h, the reaction mixture was concentrated and the residue was taken up in 30 mL of 0.5M aqueous Na2CO3. The aqueous phase was extracted with 10% MeOH-EtOAc (100 mL). The aqueous layer was separated and satura... The reactants are C1CCOC1, CCCC[N+](CCCC)(CCCC)CCCC, Cl, [F-], C[Si](C)(C)C(F)(F)F, [Na+], [OH-], O=Cc1ccccn1. The product is OC(c1ccccn1)C(F)(F)F. Reaction SMILES: [CH2:36]1[O:37][CH2:38][CH2:39][CH2:40]1.[CH3:18][CH2:19][CH2:20][CH2:21][N+:22]([CH2:23][CH2:24][CH2:25][CH3:26])([CH2:27][CH2:28][CH2:29][CH3:30])[CH2:31][CH2:32][CH2:33][CH3:34].[ClH:35].[F-:17].[F:9][C:10]([F:11])([F:12])[Si:13]([CH3:14])([CH3:15])[CH3:16].[Na+:42].[OH-:41].[n:1]1[c:2]([CH:7]=[O:8])[cH:3][cH:4][cH:5][cH:6]1>>[n:1]1[c:2]([CH:7]([OH:8])[C:10]([F:9])([F:11])[F:12])[cH:3][cH:4][cH:5][cH:6]1.